Dataset: the Open Reaction Database (ORD), a public repository of structured organic reaction records. Task: describe an organic reaction: reactants, conditions, products, and yield The reactants are N1(CCC1)C1=NC=C(C(=N1)CN1C(O[C@@H]([C@@H]1C)C1=CC(=CC(=C1)Cl)Cl)=O)C=1C=C(C=CC1OC)C1=C(C=C(C=C1)C(=O)OC)C (methyl 3′-[2-(azetidin-1-yl)-4-{[(4S,5R)-5-(3,5-dichlorophenyl)-4-methyl-2-oxo-1,3-oxazolidin-3-yl]methyl}pyrimidin-5-yl]-4′-methoxy-2-methylbiphenyl-4-carboxylate), [Li+].[OH-] (LiOH), C(=O)(C(F)(F)F)O (TFA). Solvent: O1CCOCC1 (dioxane). Reaction conditions: temperature 60 celsius. Yields the product N1(CCC1)C1=NC=C(C(=N1)CN1C(O[C@@H]([C@@H]1C)C1=CC(=CC(=C1)Cl)Cl)=O)C=1C=C(C=CC1OC)C1=C(C=C(C=C1)C(=O)O)C (3′-[2-(azetidin-1-yl)-4-{[(4S,5R)-5-(3,5-dichlorophenyl)-4-methyl-2-oxo-1,3-oxazolidin-3-yl]methyl}pyrimidin-5-yl]-4′-methoxy-2-methylbiphenyl-4-carboxylic acid). Isolated yield 90.9%. Reaction SMILES: [N:1]1([C:5]2[N:10]=[C:9]([CH2:11][N:12]3[C@@H:16]([CH3:17])[C@@H:15]([C:18]4[CH:23]=[C:22]([Cl:24])[CH:21]=[C:20]([Cl:25])[CH:19]=4)[O:14][C:13]3=[O:26])[C:8]([C:27]3[CH:28]=[C:29]([C:35]4[CH:40]=[CH:39][C:38]([C:41]([O:43]C)=[O:42])=[CH:37][C:36]=4[CH3:45])[CH:30]=[CH:31][C:32]=3[O:33][CH3:34])=[CH:7][N:6]=2)[CH2:4][CH2:3][CH2:2]1.[Li+].[OH-].C(O)(C(F)(F)F)=O>O1CCOCC1>[N:1]1([C:5]2[N:10]=[C:9]([CH2:11][N:12]3[C@@H:16]([CH3:17])[C@@H:15]([C:18]4[CH:19]=[C:20]([Cl:25])[CH:21]=[C:22]([Cl:24])[CH:23]=4)[O:14][C:13]3=[O:26])[C:8]([C:27]3[CH:28]=[C:29]([C:35]4[CH:40]=[CH:39][C:38]([C:41]([OH:43])=[O:42])=[CH:37][C:36]=4[CH3:45])[CH:30]=[CH:31][C:32]=3[O:33][CH3:34])=[CH:7][N:6]=2)[CH2:4][CH2:3][CH2:2]1 |f:1.2|. Procedure details: To methyl 3′-[2-(azetidin-1-yl)-4-{[(4S,5R)-5-(3,5-dichlorophenyl)-4-methyl-2-oxo-1,3-oxazolidin-3-yl]methyl}pyrimidin-5-yl]-4′-methoxy-2-methylbiphenyl-4-carboxylate (78 mg, 0.121 mmol) in dioxane (2.4 mL) was added LiOH (0.5 M, 1.2 mL, 0.605 mmol). The reaction was heated to 60° C. for 1 hour before cooling and acidifying with TFA. The volatiles were removed and the crude material was purified by reverse phase HPLC to yield 3′-[2-(azetidin-1-yl)-4-{[(4S,5R)-5-(3,5-dichlorophenyl)-4-methyl-2-ox... Reactants: C1CCOC1, COC1(OC)CCOCC1O, [H-], CCI, [Na+]. Yields the product CCOC1COCCC1(OC)OC. As a reaction SMILES: [CH2:17]1[O:18][CH2:19][CH2:20][CH2:21]1.[CH3:1][O:2][C:3]1([O:10][CH3:11])[CH:4]([OH:9])[CH2:5][O:6][CH2:7][CH2:8]1.[H-:12].[I:14][CH2:15][CH3:16].[Na+:13]>>[CH3:1][O:2][C:3]1([O:10][CH3:11])[CH:4]([O:9][CH2:15][CH3:16])[CH2:5][O:6][CH2:7][CH2:8]1. The reactants are Cn1nccc1-c1cc(C(=O)NC(CN(C(=O)[O-])C(C)(C)C)c2ccccc2)sc1Cl, ClCCl, Cl, C1COCCO1. Product: Cn1nccc1-c1cc(C(=O)NC(CN)c2ccccc2)sc1Cl. As a reaction SMILES: [CH3:1][C:2]([N:5]([C:3](=[O:4])[O-:6])[CH2:9][CH:10]([c:11]1[cH:12][cH:13][cH:14][cH:15][cH:16]1)[NH:17][C:18](=[O:19])[c:20]1[s:21][c:22]([Cl:31])[c:23](-[c:25]2[cH:26][cH:27][n:28][n:29]2[CH3:30])[cH:24]1)([CH3:7])[CH3:8].[Cl:39][CH2:40][Cl:41].[ClH:32].[O:33]1[CH2:34][CH2:35][O:36][CH2:37][CH2:38]1>>[NH2:5][CH2:9][CH:10]([c:11]1[cH:12][cH:13][cH:14][cH:15][cH:16]1)[NH:17][C:18](=[O:19])[c:20]1[s:21][c:22]([Cl:31])[c:23](-[c:25]2[cH:26][cH:27][n:28][n:29]2[CH3:30])[cH:24]1. The reactants are ClC=1C=C(C2=C(C=CO2)C1)Br (5-chloro-7-bromobenzofuran), C(C1=CC=CC=C1)N1C[C@@H](NCC1)C (1-benzyl-3(S)-methylpiperazine). Yields the product Cl.ClC=1C=C(C2=C(C=CO2)C1)N1[C@H](CNCC1)C (1-(5-chlorobenzofur-7-yl)-2(S)-methylpiperazine Hydrochloride). As a reaction SMILES: [Cl:1][C:2]1[CH:3]=[C:4](Br)[C:5]2[O:9][CH:8]=[CH:7][C:6]=2[CH:10]=1.C([N:19]1[CH2:24][CH2:23][NH:22][C@@H:21]([CH3:25])[CH2:20]1)C1C=CC=CC=1>>[ClH:1].[Cl:1][C:2]1[CH:3]=[C:4]([N:22]2[CH2:23][CH2:24][NH:19][CH2:20][C@@H:21]2[CH3:25])[C:5]2[O:9][CH:8]=[CH:7][C:6]=2[CH:10]=1 |f:2.3|. Reported procedure: Beginning with 5-chloro-7-bromobenzofuran and 1-benzyl-3(S)-methylpiperazine, the title compound was prepared as described. The reactants are COC([C@H](CNC(=O)OC(C)(C)C)NC(=O)C=1SC(=CC1CC)C(NCC1=C2C=NNC2=CC=C1)=O)=O ((S)-3-tert-Butoxycarbonylamino-2-({3-ethyl-5-[(1H-indazol-4-ylmethyl)-carbamoyl]-thiophene-2-carbonyl}-amino)-propionic acid methyl ester), C(=O)(C(F)(F)F)O (TFA). The solvent is C(Cl)Cl (DCM). Conditions: time 1 hour. Yields the product FC(C(=O)O)(F)F.COC([C@H](CN)NC(=O)C=1SC(=CC1CC)C(NCC1=C2C=NNC2=CC=C1)=O)=O ((S)-3-Amino-2-({3-ethyl-5-[(1H-indazol-4-ylmethyl)-carbamoyl]-thiophene-2-carbonyl}-amino)-propionic acid methyl ester trifluoro-acetic acid salt). RXN SMILES: [CH3:1][O:2][C:3](=[O:37])[C@@H:4]([NH:14][C:15]([C:17]1[S:18][C:19]([C:24](=[O:36])[NH:25][CH2:26][C:27]2[CH:35]=[CH:34][CH:33]=[C:32]3[C:28]=2[CH:29]=[N:30][NH:31]3)=[CH:20][C:21]=1[CH2:22][CH3:23])=[O:16])[CH2:5][NH:6]C(OC(C)(C)C)=O.[C:38]([OH:44])([C:40]([F:43])([F:42])[F:41])=[O:39]>C(Cl)Cl>[F:41][C:40]([F:43])([F:42])[C:38]([OH:44])=[O:39].[CH3:1][O:2][C:3](=[O:37])[C@@H:4]([NH:14][C:15]([C:17]1[S:18][C:19]([C:24](=[O:36])[NH:25][CH2:26][C:27]2[CH:35]=[CH:34][CH:33]=[C:32]3[C:28]=2[CH:29]=[N:30][NH:31]3)=[CH:20][C:21]=1[CH2:22][CH3:23])=[O:16])[CH2:5][NH2:6] |f:3.4|. Reported procedure: To a solution of (S)-3-tert-Butoxycarbonylamino-2-({3-ethyl-5-[(1H-indazol-4-ylmethyl)-carbamoyl]-thiophene-2-carbonyl}-amino)-propionic acid methyl ester (0.076 g, 0.14 mmol) in DCM (5 mL) was added TFA (1 mL). The mixture was stirred at room temperature 1 h and evaporated to give crude product which was used without further purification.